The task is: describe an organic reaction: reactants, conditions, products, and yield. This data is from the Open Reaction Database (ORD), a public repository of structured organic reaction records. Reactants: C(C)OC(=O)CN1C(N(C(C2=C1SC=C2C)=O)CC2=CC(=C(C=C2)Cl)Cl)=O (1-ethoxycarbonylmethyl-3-(3,4-dichlorobenzyl)-5-methylthieno[2,3-d]pyrimidin-2,4(1H,3H)-dione), S(=O)(=O)(Cl)Cl (sulfuryl chloride). Solvent: CCCCCC (n-hexane), ClC(Cl)(Cl)Cl (tetrachloromethane). The product is C(C)OC(=O)CN1C(N(C(C2=C1SC(=C2C)Cl)=O)CC2=CC(=C(C=C2)Cl)Cl)=O (1-ethoxycarbonylmethyl-3-(3,4-dichlorobenzyl)-6-chloro-5-methylthieno[2,3-d]pyrimidin-2,4(1H,3H)-dione). Yield: 65.0%. RXN SMILES: [CH2:1]([O:3][C:4]([CH2:6][N:7]1[C:12]2[S:13][CH:14]=[C:15]([CH3:16])[C:11]=2[C:10](=[O:17])[N:9]([CH2:18][C:19]2[CH:24]=[CH:23][C:22]([Cl:25])=[C:21]([Cl:26])[CH:20]=2)[C:8]1=[O:27])=[O:5])[CH3:2].S(Cl)([Cl:31])(=O)=O>ClC(Cl)(Cl)Cl.CCCCCC>[CH2:1]([O:3][C:4]([CH2:6][N:7]1[C:12]2[S:13][C:14]([Cl:31])=[C:15]([CH3:16])[C:11]=2[C:10](=[O:17])[N:9]([CH2:18][C:19]2[CH:24]=[CH:23][C:22]([Cl:25])=[C:21]([Cl:26])[CH:20]=2)[C:8]1=[O:27])=[O:5])[CH3:2]. Procedure details: A 0.427 g quantity of 1-ethoxycarbonylmethyl-3-(3,4-dichlorobenzyl)-5-methylthieno[2,3-d]pyrimidin-2,4(1H,3H)-dione (compound IV-5) synthesized in Reference Example 6 and 0.162 g of sulfuryl chloride were dissolved in 30 ml of anhydrous tetrachloromethane, and the mixture was allowed to react at 50° to 70° C. for 6 hours. The residue obtained by concentration of the reaction mixture was subjected to silica gel column chromatography using a 2:1 mixture of chroloform and n-hexane as an eluent to a... Reactants: OC=1C=C(C=O)C=CC1OC (3-hydroxy-4-methoxy-benzaldehyde), C1(CCCC1)Br (cyclopentyl bromide), [I-].[K+] (potassium iodide), C([O-])([O-])=O.[K+].[K+] (potassium carbonate). Run in CN(C=O)C (dimethylformamide), O (water). Reaction conditions: temperature 70 celsius. The product is C1(CCCC1)OC=1C=C(C=O)C=CC1OC (3-cyclopentyloxy-4-methoxy-benzaldehyde). RXN SMILES: [OH:1][C:2]1[CH:3]=[C:4]([CH:7]=[CH:8][C:9]=1[O:10][CH3:11])[CH:5]=[O:6].[I-].[K+].C(=O)([O-])[O-].[K+].[K+].[CH:20]1(Br)[CH2:24][CH2:23][CH2:22][CH2:21]1>CN(C)C=O.O>[CH:20]1([O:1][C:2]2[CH:3]=[C:4]([CH:7]=[CH:8][C:9]=2[O:10][CH3:11])[CH:5]=[O:6])[CH2:24][CH2:23][CH2:22][CH2:21]1 |f:1.2,3.4.5|. Procedure details: To a solution of 3-hydroxy-4-methoxy-benzaldehyde (commercially available) (1 eq) was taken in dimethylformamide (10 mL), was added potassium iodide (0.1 eq) and potassium carbonate (2 eq). The reaction mixture was stirred at 70° C. and cyclopentyl bromide (2 eq) was added dropwise. The resulting reaction mixture was stirred at 70-80° C. for 16 hours. The reaction mixture was cooled and diluted with water, extracted with ethyl acetate and washed with saturated solution of sodium chloride. The or...